This data is from the Open Reaction Database (ORD), a public repository of structured organic reaction records. The task is: describe an organic reaction: reactants, conditions, products, and yield The product is C(C)C=1C=C(C(=N)NO)C=C(N1)C (2-ethyl-N-hydroxy-6-methyl-isonicotinamidine). The yield is 108.3%. Reactants: Cl.NO (Hydroxylamine hydrochloride), CC(C)(C)[O-].[K+] (KOtBu), C(C)C=1C=C(C#N)C=C(N1)C (2-ethyl-6-methyl-isonicotinonitrile). The solvent is CO (methanol). Procedure: At 0° C., KOtBu (1.81 g, 16.2 mmol) is carefully added to methanol (25 mL). Hydroxylamine hydrochloride (963 mg, 13.9 mmol) is then added to this solution. The suspension is stirred for 30 min before 2-ethyl-6-methyl-isonicotinonitrile (675 mg, 4.62 mmol) is added. The mixture is refluxed for 1 h, the solvent is evaporated. The residue is dissolved in water, extracted three times with EA. The org. extracts are dried over MgSO4, filtered, evaporated and dried under HV to give 2-ethyl-N-hydroxy-6-... Reaction SMILES: CC([O-])(C)C.[K+].Cl.[NH2:8][OH:9].[CH2:10]([C:12]1[CH:13]=[C:14]([CH:17]=[C:18]([CH3:20])[N:19]=1)[C:15]#[N:16])[CH3:11]>CO>[CH2:10]([C:12]1[CH:13]=[C:14]([CH:17]=[C:18]([CH3:20])[N:19]=1)[C:15]([NH:8][OH:9])=[NH:16])[CH3:11] |f:0.1,2.3|.